This data is from the Open Reaction Database (ORD), a public repository of structured organic reaction records. The task is: describe an organic reaction: reactants, conditions, products, and yield Reactants: CC1=NOC(=C1C1=C(C=C2C(=C(C=NC2=C1)[N+](=O)[O-])NC(C)C=1C=NN(C1)C)OC)C (7-(3,5-Dimethylisoxazol-4-yl)-6-methoxy-N-(1-(1-methyl-1H-pyrazol-4-yl)ethyl)-3-nitroquinolin-4-amine), CC1=NOC(=C1C1=C(C=C2C(=C(C=NC2=C1)[N+](=O)[O-])NC(C)C=1C=NN(C1)C)OC)C (7-(3,5-Dimethylisoxazol-4-yl)-6-methoxy-N-(1-(1-methyl-1H-pyrazol-4-yl)ethyl)-3-nitroquinolin-4-amine), [H][H] (Hydrogen). Run in CCOC(=O)C (EtOAc). Product: CC1=NOC(=C1C1=C(C=C2C(=C(C=NC2=C1)N)NC(C)C=1C=NN(C1)C)OC)C (7-(3,5-dimethylisoxazol-4-yl)-6-methoxy-N4-(1-(1-methyl-1H-pyrazol-4-yl)ethyl)quinoline-3,4-diamine). The yield is 91.5%. RXN SMILES: [CH3:1][C:2]1[C:6]([C:7]2[CH:16]=[C:15]3[C:10]([C:11]([NH:20][CH:21]([C:23]4[CH:24]=[N:25][N:26]([CH3:28])[CH:27]=4)[CH3:22])=[C:12]([N+:17]([O-])=O)[CH:13]=[N:14]3)=[CH:9][C:8]=2[O:29][CH3:30])=[C:5]([CH3:31])[O:4][N:3]=1.[H][H]>CCOC(C)=O>[CH3:1][C:2]1[C:6]([C:7]2[CH:16]=[C:15]3[C:10]([C:11]([NH:20][CH:21]([C:23]4[CH:24]=[N:25][N:26]([CH3:28])[CH:27]=4)[CH3:22])=[C:12]([NH2:17])[CH:13]=[N:14]3)=[CH:9][C:8]=2[O:29][CH3:30])=[C:5]([CH3:31])[O:4][N:3]=1. Procedure: 7-(3,5-Dimethylisoxazol-4-yl)-6-methoxy-N-(1-(1-methyl-1H-pyrazol-4-yl)ethyl)-3-nitroquinolin-4-amine (0.20 g, 0.473 mmol, for preparation see Intermediate 23) was dissolved in EtOAc (80 ml) and hydrogenated using a flow hydrogenator (H-Cube™ settings: full Hydrogen mode, atmospheric pressure, 20° C., 1 ml/min flow rate) to give an orange solution. The eluant was evaporated in vacuo to give 7-(3,5-dimethylisoxazol-4-yl)-6-methoxy-N4-(1-(1-methyl-1H-pyrazol-4-yl)ethyl)quinoline-3,4-diamine (0.17 ... The reactants are CCOC(C)=O, CCN=C=NCCCN(C)C, COCCN1CCNCC1=O, Cl, Cl, O, On1nnc2ccccc21, O=C(O)c1ccc(C=Cc2n[nH]c3ccccc23)cc1. The product is Cl, COCCN1CCN(C(=O)c2ccc(C=Cc3n[nH]c4ccccc34)cc2)CC1=O. Reaction SMILES: [C:55]([O:56][CH2:57][CH3:58])(=[O:59])[CH3:60].[CH2:22]([N:23]=[C:24]=[N:25][CH2:26][CH2:27][CH2:28][N:29]([CH3:30])[CH3:31])[CH3:32].[CH3:44][O:45][CH2:46][CH2:47][N:48]1[C:49](=[O:54])[CH2:50][NH:51][CH2:52][CH2:53]1.[ClH:21].[ClH:61].[OH2:33].[OH:34][n:35]1[c:36]2[cH:37][cH:38][cH:39][cH:40][c:41]2[n:42][n:43]1.[nH:1]1[n:2][c:3]([CH:10]=[CH:11][c:12]2[cH:13][cH:14][c:15]([C:16](=[O:17])[OH:18])[cH:19][cH:20]2)[c:4]2[cH:5][cH:6][cH:7][cH:8][c:9]12>>[ClH:21].[nH:1]1[n:2][c:3]([CH:10]=[CH:11][c:12]2[cH:13][cH:14][c:15]([C:16](=[O:18])[N:51]3[CH2:50][C:49](=[O:54])[N:48]([CH2:47][CH2:46][O:45][CH3:44])[CH2:53][CH2:52]3)[cH:19][cH:20]2)[c:4]2[cH:5][cH:6][cH:7][cH:8][c:9]12. Reactants: Oc1ccc(OCc2ccccc2)cc1, CS(C)=O, O=C(O)c1ccc(Cl)c([N+](=O)[O-])c1, Cl, [K+], [OH-]. Product: O=C(O)c1ccc(Oc2ccc(OCc3ccccc3)cc2)c([N+](=O)[O-])c1. RXN SMILES: [CH2:1]([c:2]1[cH:3][cH:4][cH:5][cH:6][cH:7]1)[O:8][c:9]1[cH:10][cH:11][c:12]([OH:15])[cH:13][cH:14]1.[CH3:32][S:33]([CH3:34])=[O:35].[Cl:18][c:19]1[c:20]([N+:28](=[O:29])[O-:30])[cH:21][c:22]([C:23](=[O:24])[OH:25])[cH:26][cH:27]1.[ClH:31].[K+:17].[OH-:16]>>[CH2:1]([c:2]1[cH:3][cH:4][cH:5][cH:6][cH:7]1)[O:8][c:9]1[cH:10][cH:11][c:12]([O:15][c:19]2[c:20]([N+:28](=[O:29])[O-:30])[cH:21][c:22]([C:23](=[O:24])[OH:25])[cH:26][cH:27]2)[cH:13][cH:14]1. Reactants: C(CC(=O)C(=O)OCC)(=O)OCC (diethyl oxalacetate), [Na] (sodium), Cl.Cl.C(C)(C)NN (isopropylhydrazine dihydrochloride). The solvent is C(C)(=O)O (acetic acid), C1(=CC=CC=C1)C (toluene), O (water). Conditions: temperature 140 celsius. Yields the product C(C)OC(=O)C1=NN(C(=C1)O)C(C)C (5-hydroxy-1-isopropyl-1H-pyrazole-3-carboxylic acid ethyl ester). Yield: 28.4%. As a reaction SMILES: Cl.Cl.[CH:3]([NH:6][NH2:7])([CH3:5])[CH3:4].[C:8]([O:18]CC)(=O)[CH2:9][C:10]([C:12]([O:14][CH2:15][CH3:16])=[O:13])=O.[Na]>O.C(O)(=O)C.C1(C)C=CC=CC=1>[CH2:15]([O:14][C:12]([C:10]1[CH:9]=[C:8]([OH:18])[N:6]([CH:3]([CH3:5])[CH3:4])[N:7]=1)=[O:13])[CH3:16] |f:0.1.2,^1:20|. Reported procedure: A solution containing 29 g of isopropylhydrazine dihydrochloride in 150 ml of water was added dropwise to a stirred solution of 41.7 g of diethyl oxalacetate, sodium salt in 300 ml of acetic acid and 150 ml of toluene. The mixture was heated at 140° C. for 5 h. The mixture was left to cool to room temperature and then the solvent was evaporated under reduced pressure and the residue azeotroped with toluene. The residue was partitioned between dichloromethane and water. The dichloromethane extrac... Reactants: ClC1=CC(=NC=N1)NC1=CC=C2C=CC=NC2=C1 ((6-chloro-pyrimidin-4-yl)-quinolin-7-yl-amine), I-phenyl-piperazine, C(=O)([O-])[O-].[K+].[K+] (K2CO3), CN(C)C=O (DMF). Yields the product C1(=CC=CC=C1)N1CCN(CC1)C1=CC(=NC=N1)NC1=CC=C2C=CC=NC2=C1 ([6-(4-Phenyl-piperazin-1-yl)-pyrimidin-4-yl]-quinolin-7-yl-amine). Reaction SMILES: Cl[C:2]1[N:7]=[CH:6][N:5]=[C:4]([NH:8][C:9]2[CH:18]=[C:17]3[C:12]([CH:13]=[CH:14][CH:15]=[N:16]3)=[CH:11][CH:10]=2)[CH:3]=1.C([O-])([O-])=O.[K+].[K+].[CH3:25][N:26]([CH:28]=O)[CH3:27]>>[C:25]1([N:26]2[CH2:28][CH2:6][N:5]([C:2]3[N:7]=[CH:6][N:5]=[C:4]([NH:8][C:9]4[CH:18]=[C:17]5[C:12]([CH:13]=[CH:14][CH:15]=[N:16]5)=[CH:11][CH:10]=4)[CH:3]=3)[CH2:4][CH2:27]2)[CH:17]=[CH:18][CH:9]=[CH:10][CH:11]=1 |f:1.2.3|. Reported procedure: This compound could be prepared from (6-chloro-pyrimidin-4-yl)-quinolin-7-yl-amine and I-phenyl-piperazine in the presence of K2CO3 and DMF. Reactants: CN1CCCC1=O, Nc1cccc(Cl)c1, Clc1nc2cnccc2c2cnccc12, O. Yields the product Clc1cccc(Nc2nc3cnccc3c3cnccc23)c1. RXN SMILES: [CH3:25][N:26]1[CH2:27][CH2:28][CH2:29][C:30]1=[O:31].[Cl:16][c:17]1[cH:18][c:19]([NH2:20])[cH:21][cH:22][cH:23]1.[Cl:1][c:2]1[n:3][c:4]2[cH:5][n:6][cH:7][cH:8][c:9]2[c:10]2[c:11]1[cH:12][cH:13][n:14][cH:15]2.[OH2:24]>>[c:2]1([NH:20][c:19]2[cH:18][c:17]([Cl:16])[cH:23][cH:22][cH:21]2)[n:3][c:4]2[cH:5][n:6][cH:7][cH:8][c:9]2[c:10]2[c:11]1[cH:12][cH:13][n:14][cH:15]2. The reactants are [BH4-].[Na+] (sodium borohydride), COC(CCCCCCCC=1SC(=CC1)C=CC(CCCCC)=O)=O (8-[5-(3-oxooct-1-enyl)thien-2-yl]octanoic acid methyl ester), Cl (hydrochloric acid). Solvent: O (water), CO (methanol). Run at temperature 0 celsius, time 1 hour. Product: COC(CCCCCCCC=1SC(=CC1)C=CC(CCCCC)O)=O (8-[5-(3-hydroxyoct-1-enyl)thien-2-yl]octanoic acid methyl ester). Isolated yield 90.0%. Reaction SMILES: [CH3:1][O:2][C:3](=[O:25])[CH2:4][CH2:5][CH2:6][CH2:7][CH2:8][CH2:9][CH2:10][C:11]1[S:12][C:13]([CH:16]=[CH:17][C:18](=[O:24])[CH2:19][CH2:20][CH2:21][CH2:22][CH3:23])=[CH:14][CH:15]=1.[BH4-].[Na+].Cl>CO.O>[CH3:1][O:2][C:3](=[O:25])[CH2:4][CH2:5][CH2:6][CH2:7][CH2:8][CH2:9][CH2:10][C:11]1[S:12][C:13]([CH:16]=[CH:17][CH:18]([OH:24])[CH2:19][CH2:20][CH2:21][CH2:22][CH3:23])=[CH:14][CH:15]=1 |f:1.2|. Procedure: 1 G of 8-[5-(3-oxooct-1-enyl)thien-2-yl]octanoic acid methyl ester was dissolved in 25 ml of methanol and the solution was cooled to about 0° C. Under vigorous stirring, 0.9 g of sodium borohydride was added and the reaction mixture was warmed slowly to room temperature after a period of 30 minutes. After about 1 hour, the reaction mixture was diluted with water, adjusted to a pH of 5.5 to 6 with dilute hydrochloric acid and extracted with ether. The ether phase was washed with water, dried over... Starting materials: O=C(O)c1cccc(Br)n1, O=C(n1ccnc1)n1ccnc1, CNOC, ClCCl. Yields the product CON(C)C(=O)c1cccc(Br)n1. RXN SMILES: [Br:1][c:2]1[cH:3][cH:4][cH:5][c:6]([C:8](=[O:9])[OH:10])[n:7]1.[C:11]([n:12]1[cH:13][cH:14][n:15][cH:16]1)([n:17]1[cH:18][cH:19][n:20][cH:21]1)=[O:22].[CH3:23][NH:24][O:25][CH3:26].[Cl:27][CH2:28][Cl:29]>>[Br:1][c:2]1[cH:3][cH:4][cH:5][c:6]([C:8](=[O:10])[N:24]([CH3:23])[O:25][CH3:26])[n:7]1. Starting materials: C1CCNCC1, O=Cc1ccc(F)c(F)c1, O, O=C(O)CC(=O)O, c1ccncc1. Yields the product O=C(O)C=Cc1ccc(F)c(F)c1. Reaction SMILES: [CH2:7]1[CH2:8][CH2:9][NH:10][CH2:11][CH2:12]1.[F:20][c:21]1[cH:22][c:23]([CH:24]=[O:25])[cH:26][cH:27][c:28]1[F:29].[OH2:30].[OH:13][C:14](=[O:15])[CH2:16][C:17](=[O:18])[OH:19].[cH:1]1[cH:2][cH:3][n:4][cH:5][cH:6]1>>[OH:13][C:14](=[O:15])[CH:16]=[CH:17][c:23]1[cH:22][c:21]([F:20])[c:28]([F:29])[cH:27][cH:26]1.